This data is from the Open Reaction Database (ORD), a public repository of structured organic reaction records. The task is: describe an organic reaction: reactants, conditions, products, and yield Reactants: NC1=C(C=NN1CC(C1=CC=CC=C1)O)C(=O)O (5-amino-1-(2-hydroxy-2-phenylethyl)-1H-pyrazole-4-carboxylic acid), C(=O)N (formamide). Solvent: O (H2O). Run at temperature 190 celsius. Product: OC(CN1N=CC2=C1N=CNC2=O)C2=CC=CC=C2 (1-(2-Hydroxy-2-phenylethyl)-1,5-dihydro-4H-pyrazolo[3,4-d]pyrimidin-4-one). The yield is 69.9%. Reaction SMILES: [NH2:1][C:2]1[N:6]([CH2:7][CH:8]([OH:15])[C:9]2[CH:14]=[CH:13][CH:12]=[CH:11][CH:10]=2)[N:5]=[CH:4][C:3]=1[C:16]([OH:18])=O.[CH:19]([NH2:21])=O>O>[OH:15][CH:8]([C:9]1[CH:10]=[CH:11][CH:12]=[CH:13][CH:14]=1)[CH2:7][N:6]1[C:2]2[N:1]=[CH:19][NH:21][C:16](=[O:18])[C:3]=2[CH:4]=[N:5]1. Procedure details: A suspension of 5 (2.75 g, 10 mmol) in formamide (10 g, 333 mmol) was heated at 190° C. for 8 h and then poured in H2O (300 mL). The crude was filtered and purified by dissolving in 2M NaOH (100 mL), boiling with coal, followed by precipitation with glacial acetic acid. The solid was filtered and recrystallized from absolute ethanol to give 10 (1.79 g, 70%) as a white solid: mp 270-271° C. 1H NMR: δ 4.25-4.55 (m, 2H, CH2), 5.05-5.15 (m, 1H, CHO), 5.65 (d, 1H, OH, disappears with D2O), 7.25-7.45 ... Reactants: O=C(O)C1CCCN1C(=O)OCc1ccccc1, COC(=O)c1ccccc1[NH-], CCO. Yields the product COC(=O)c1ccccc1[NH-], O=C(O)C1CCCN1. Reaction SMILES: [CH2:1]([O:2][C:3](=[O:4])[N:11]1[CH:12]([C:13](=[O:14])[OH:15])[CH2:16][CH2:17][CH2:18]1)[c:5]1[cH:6][cH:7][cH:8][cH:9][cH:10]1.[CH3:19][O:20][C:21](=[O:22])[c:23]1[c:24]([NH-:29])[cH:25][cH:26][cH:27][cH:28]1.[CH3:30][CH2:31][OH:32]>>[CH3:19][O:20][C:21](=[O:22])[c:23]1[c:24]([NH-:29])[cH:25][cH:26][cH:27][cH:28]1.[NH:11]1[CH:12]([C:13](=[O:14])[OH:15])[CH2:16][CH2:17][CH2:18]1. Starting materials: COC1=CC=C(CCN2[C@](C(=O)O)(CCC2)C)C=C1 ((S)-1-(4-Methoxyphenethyl)-2-methylproline), [H-].[Al+3].[Li+].[H-].[H-].[H-] (lithium aluminium hydride). Run in O1CCCC1 (tetrahydrofuran). Reaction conditions: time 22 hour. Yields the product OC[C@]1(N(CCC1)CCC1=CC=C(C=C1)OC)C ((S)-2-Hydroxymethyl-1-(4-methoxyphenethyl)-2-methylpyrrolidine). Isolated yield 46.0%. RXN SMILES: [CH3:1][O:2][C:3]1[CH:19]=[CH:18][C:6]([CH2:7][CH2:8][N:9]2[CH2:16][CH2:15][CH2:14][C@@:10]2([CH3:17])[C:11](O)=[O:12])=[CH:5][CH:4]=1.[H-].[Al+3].[Li+].[H-].[H-].[H-]>O1CCCC1>[OH:12][CH2:11][C@:10]1([CH3:17])[CH2:14][CH2:15][CH2:16][N:9]1[CH2:8][CH2:7][C:6]1[CH:5]=[CH:4][C:3]([O:2][CH3:1])=[CH:19][CH:18]=1 |f:1.2.3.4.5.6|. Reported procedure: (S)-1-(4-Methoxyphenethyl)-2-methylproline (see Preparation 12) (895 mg) was added portionwise to a stirred suspension of lithium aluminium hydride (380 mg) in tetrahydrofuran (60 ml) and the mixture stirred at room temperature for 22 hours. The reaction was quenched by the cautious, dropwise, sequential addition of water (0.4 ml), 5M aqueous sodium hydroxide solution (0.4 ml) and water (1.2 ml), and then the resulting mixture filtered. The filtrate was dried over sodium sulphate and evaporated ... Reactants: F[B-](F)(F)F, CNC, COc1cccc(OC)c1C(=O)O, CCOC(C)=O, CCN(C(C)C)C(C)C, Cl, CN(C)C=O, CN(C)C(On1nnc2ccccc21)=[N+](C)C. Product: COc1cccc(OC)c1C(=O)N(C)C. Reaction SMILES: [B-:18]([F:19])([F:20])([F:21])[F:22].[CH3:15][NH:16][CH3:17].[CH3:1][O:2][c:3]1[c:4]([C:5](=[O:6])[OH:7])[c:8]([O:12][CH3:13])[cH:9][cH:10][cH:11]1.[CH3:54][CH2:55][O:56][C:57](=[O:58])[CH3:59].[CH:40]([N:41]([CH:42]([CH3:43])[CH3:44])[CH2:45][CH3:46])([CH3:47])[CH3:48].[ClH:14].[O:49]=[CH:50][N:51]([CH3:52])[CH3:53].[n:23]1([O:24][C:25]([N:26]([CH3:27])[CH3:28])=[N+:29]([CH3:30])[CH3:31])[c:32]2[cH:33][cH:34][cH:35][cH:36][c:37]2[n:38][n:39]1>>[CH3:1][O:2][c:3]1[c:4]([C:5](=[O:6])[N:16]([CH3:15])[CH3:17])[c:8]([O:12][CH3:13])[cH:9][cH:10][cH:11]1.